Dataset: the Open Reaction Database (ORD), a public repository of structured organic reaction records. Task: describe an organic reaction: reactants, conditions, products, and yield Starting materials: COC(=O)C1=C[C@@]2(CC[C@H](C2)O[Si](C2=CC=CC=C2)(C2=CC=CC=C2)C(C)(C)C)CCC1 ((2R,5R)-2-(tert-butyldiphenylsilanyloxy)-spiro[4.5]dec-6-en e-7-carboxylic acid methyl ester), [H-].COCCO[Al+]OCCOC.[Na+].[H-] (sodium bis(2-methoxyethoxy)aluminum hydride), [C@@H]([C@H](C(=O)[O-])O)(C(=O)[O-])O.[Na+].[K+] (Rochelle salt). Run in C1(=CC=CC=C1)C (toluene). Yields the product [Si](C1=CC=CC=C1)(C1=CC=CC=C1)(C(C)(C)C)O[C@H]1C[C@@]2(CC1)C=C(CCC2)CO ([(2R,5R)-2-(tert-butyldiphenylsilanyloxy)-spiro[4.5]dec-6-en-7-yl]-methanol). Isolated yield 93.5%. As a reaction SMILES: C[O:2][C:3]([C:5]1[CH2:32][CH2:31][CH2:30][C@@:7]2([CH2:11][C@H:10]([O:12][Si:13]([C:26]([CH3:29])([CH3:28])[CH3:27])([C:20]3[CH:25]=[CH:24][CH:23]=[CH:22][CH:21]=3)[C:14]3[CH:19]=[CH:18][CH:17]=[CH:16][CH:15]=3)[CH2:9][CH2:8]2)[CH:6]=1)=O.[H-].COCCO[Al+]OCCOC.[Na+].[H-].[C@H](O)(C([O-])=O)[C@@H](O)C([O-])=O.[Na+].[K+]>C1(C)C=CC=CC=1>[Si:13]([O:12][C@@H:10]1[CH2:9][CH2:8][C@:7]2([CH2:30][CH2:31][CH2:32][C:5]([CH2:3][OH:2])=[CH:6]2)[CH2:11]1)([C:26]([CH3:29])([CH3:28])[CH3:27])([C:20]1[CH:25]=[CH:24][CH:23]=[CH:22][CH:21]=1)[C:14]1[CH:15]=[CH:16][CH:17]=[CH:18][CH:19]=1 |f:1.2.3.4,5.6.7|. Reported procedure: To a solution of (2R,5R)-2-(tert-butyldiphenylsilanyloxy)-spiro[4.5]dec-6-en e-7-carboxylic acid methyl ester (615 mg) obtained in Step 6 in toluene (7 mL) was added dropwise sodium bis(2-methoxyethoxy)aluminum hydride (65% toluene solution; 486 mg) under ice-cooling, followed by stirring the mixture under ice-cooling for 0.5 hour. To the reaction mixture was added dropwise 1M aqueous Rochelle salt solution (10 mL), followed by stirring at room temperature for 2 hours, and the reaction mixture w... Reactants: C(C)(=O)OCC1=C(N2C(C(C2SC1)NC(CC=1N=C(SC1)C1=C(C=CC=C1)O)=O)=O)C(=O)O (3-[(Acetyloxy)methyl]-7-[[[2-(2-hydroxyphenyl)-4-thiazolyl]acetyl]amino]-8-oxo-5-thia-1-azabicyclo[4.2.0]oct-2-ene-2-carboxylic Acid), C1(=CC=CC=C1)C(C1=CC=CC=C1)OC(=O)C=1N2C(C(C2SCC1Cl)NC(CC=1N=C(SC1)C1=NC=CC=C1O)=O)=O (3-Chloro-7-[[[2-(3-hydroxy-2-pyridinyl)-4-thiazolyl]acetyl]amino]-8-oxo-5-thia-1-azabicyclo[4.2.0]oct-2-ene-2-carboxylic Acid Diphenylmethyl Ester), [SiH](CC)(CC)CC (Et3SiH), FC(C(=O)O)(F)F (trifluoroacetic acid). Reported procedure: The procedure used for the preparation of 9a was repeated with 8j (186 mg, 0.301 mmol), Et3SiH (0.480 mL, 3.01 mmol), and trifluoroacetic acid (0.927 mL, 12.0 mmol) in dry ClCH2CH2Cl (6 mL) at 0° C. under nitrogen to give 9j (123 mg, 90%) a s a brownish solid after crystallization from THF/CH2Cl2 /hexane. mp 175° C. (dec); IR (KBr) 3600-2700 (br), 3277, 1780, 1730, 1663 cm-1 ; 1H NMR (DMSO-d6) δ3.63 (1H, d, J=18.0 Hz), 3.78 (2H, s, CH2), 3.98 (1H, d, J=18.0 Hz), 5.15 (1H, d, J=4.8 Hz), 5.69 (1H,... Isolated yield 90.2%. Solvent: C(CCl)Cl (ClCH2CH2Cl). Product: ClC1=C(N2C(C(C2SC1)NC(CC=1N=C(SC1)C1=NC=CC=C1O)=O)=O)C(=O)O (3-Chloro-7-[[[2-(3-hydroxy-2-pyridinyl)-4-thiazolyl]acetyl]amino]-8-oxo-5-thia-1-azabicyclo[4.2.0]oct-2-ene-2-carboxylic Acid). As a reaction SMILES: C(OCC1CSC2N(C(=O)C2NC(=O)CC2N=C(C3C=CC=CC=3O)SC=2)C=1C(O)=O)(=O)C.C1(C([O:47][C:48]([C:50]2[N:51]3[CH:54]([S:55][CH2:56][C:57]=2[Cl:58])[CH:53]([NH:59][C:60](=[O:74])[CH2:61][C:62]2[N:63]=[C:64]([C:67]4[C:72]([OH:73])=[CH:71][CH:70]=[CH:69][N:68]=4)[S:65][CH:66]=2)[C:52]3=[O:75])=[O:49])C2C=CC=CC=2)C=CC=CC=1.[SiH](CC)(CC)CC.FC(F)(F)C(O)=O>C(Cl)CCl>[Cl:58][C:57]1[CH2:56][S:55][CH:54]2[N:51]([C:52](=[O:75])[CH:53]2[NH:59][C:60](=[O:74])[CH2:61][C:62]2[N:63]=[C:64]([C:67]3[C:72]([OH:73])=[CH:71][CH:70]=[CH:69][N:68]=3)[S:65][CH:66]=2)[C:50]=1[C:48]([OH:49])=[O:47]. Reactants: C(C)OC(=O)[C@@H]1[C@H]2CC[C@@H]([C@@H]1NCC1=CC=C(C=C1)F)C2 ((1S,2R,3S,4R)-3-(4-fluorobenzylamino)-bicyclo[2.2.1]heptane-2-carboxylic acid ethyl ester), CS(=O)(=O)NC1=CC2=C(NC(=NS2(=O)=O)CC(=O)O)C=C1 ((7-methanesulfonylamino-1,1-dioxo-1,4-dihydro-1λ6-benzo[1,2,4]thiadiazin-3-yl)-acetic acid), Cl.CN(CCCN=C=NCC)C (1-[3-(dimethylamino)propyl]-3-ethylcarbodiimide hydrochloride), Cl (hydrochloric acid). The reagents and catalysts are CN(C1=CC=NC=C1)C (4-dimethylaminopyridine). Run in C(C)(=O)OCC (ethyl acetate), CN(C=O)C (N,N-dimethylformamide). Run at temperature 25 celsius, time 12 hour. The product is crude product, C(C)OC(=O)[C@@H]1[C@H]2CC[C@@H]([C@@H]1N(C(CC1=NS(C3=C(N1)C=CC(=C3)NS(=O)(=O)C)(=O)=O)=O)CC3=CC=C(C=C3)F)C2 ((1S,2R,3S,4R)-3-{(4-fluorobenzyl)-[2-(7-methanesulfonylamino-1,1-dioxo-1,4-dihydro-1λ6-benzo[1,2,4]thiadiazin-3-yl)-acetyl]-amino}-bicyclo[2.2.1]heptane-2-carboxylic acid ethyl ester). Reaction SMILES: [CH2:1]([O:3][C:4]([C@H:6]1[C@@H:11]([NH:12][CH2:13][C:14]2[CH:19]=[CH:18][C:17]([F:20])=[CH:16][CH:15]=2)[C@H:10]2[CH2:21][C@@H:7]1[CH2:8][CH2:9]2)=[O:5])[CH3:2].[CH3:22][S:23]([NH:26][C:27]1[CH:42]=[CH:41][C:30]2[NH:31][C:32]([CH2:37][C:38](O)=[O:39])=[N:33][S:34](=[O:36])(=[O:35])[C:29]=2[CH:28]=1)(=[O:25])=[O:24].Cl.CN(C)CCCN=C=NCC.Cl>CN(C)C=O.CN(C)C1C=CN=CC=1.C(OCC)(=O)C>[CH2:1]([O:3][C:4]([C@H:6]1[C@@H:11]([N:12]([CH2:13][C:14]2[CH:19]=[CH:18][C:17]([F:20])=[CH:16][CH:15]=2)[C:38](=[O:39])[CH2:37][C:32]2[NH:31][C:30]3[CH:41]=[CH:42][C:27]([NH:26][S:23]([CH3:22])(=[O:25])=[O:24])=[CH:28][C:29]=3[S:34](=[O:35])(=[O:36])[N:33]=2)[C@H:10]2[CH2:21][C@@H:7]1[CH2:8][CH2:9]2)=[O:5])[CH3:2] |f:2.3|. Procedure details: To a solution of (1S,2R,3S,4R)-3-(4-fluorobenzylamino)-bicyclo[2.2.1]heptane-2-carboxylic acid ethyl ester (100.6 mg, 0.345 mmol) in N,N-dimethylformamide (3.0 mL) was added (7-methanesulfonylamino-1,1-dioxo-1,4-dihydro-1λ6-benzo[1,2,4]thiadiazin-3-yl)-acetic acid (prepared as described in Example 1g, 120.8 mg, 0.362 mmol), 4-dimethylaminopyridine (10.6 mg, 0.086 mmol), and 1-[3-(dimethylamino)propyl]-3-ethylcarbodiimide hydrochloride (70.9 mg, 0.362 mmol). After stirring at 25° C. for 12 h, the... Starting materials: C1(=CC=CC=C1)S(=O)(=O)CC1=C(CN2CCN(CC2)CC(=O)OCC)C=CC=C1 (Ethyl 2-(4-(2-((phenylsulfonyl)methyl)benzyl)piperazin-1-yl)acetate), NN (hydrazine), C(C)O (ethanol). Run in CO (methanol). Product: C1(=CC=CC=C1)S(=O)(=O)CC1=C(CN2CCN(CC2)CC(=O)NN)C=CC=C1 (2-(4-(2-((phenylsulfonyl)methyl)benzyl)piperazin-1-yl)acetohydrazide). RXN SMILES: [C:1]1([S:7]([CH2:10][C:11]2[CH:29]=[CH:28][CH:27]=[CH:26][C:12]=2[CH2:13][N:14]2[CH2:19][CH2:18][N:17]([CH2:20][C:21](OCC)=[O:22])[CH2:16][CH2:15]2)(=[O:9])=[O:8])[CH:6]=[CH:5][CH:4]=[CH:3][CH:2]=1.[NH2:30][NH2:31].C(O)C>CO>[C:1]1([S:7]([CH2:10][C:11]2[CH:29]=[CH:28][CH:27]=[CH:26][C:12]=2[CH2:13][N:14]2[CH2:19][CH2:18][N:17]([CH2:20][C:21]([NH:30][NH2:31])=[O:22])[CH2:16][CH2:15]2)(=[O:8])=[O:9])[CH:2]=[CH:3][CH:4]=[CH:5][CH:6]=1. Procedure details: Synthesized according to General Procedure C: 6{29} (1.16 g, 2.77 mmol, 1 equiv.), anhydrous hydrazine (0.26 mL, 8.32 mmol, 3 equiv.), ethanol (15.6 mL), methanol (10 mL). Purification by silica gel column chromatography (4:1 EtOAc:MeOH) afforded 1{29} (0.88 g, 79%) as a white solid. 1H-NMR (500 MHz, CDCl3): δ 8.10 (br s, 1H), 7.66 (dd, 2H, J=0.5, 8.0 Hz), 7.64-7.61 (m, 1H), 7.47 (t, 2H, J=8.0 Hz), 7.24 (dt, 1H, J=1.0, 7.5 Hz), 7.17-7.12 (m, 2H), 6.95 (d, 1H, J=7.5 Hz), 4.80 (s, 2H), 3.83 (br s,... Reactants: Clc1ccc2ccc(Cl)nc2c1, O=C(NCC(F)(F)F)C1(CCCCN2CCNCC2)c2ccccc2-c2ccccc21. Yields the product O=C(NCC(F)(F)F)C1(CCCCN2CCN(c3ccc4ccc(Cl)cc4n3)CC2)c2ccccc2-c2ccccc21. Reaction SMILES: [Cl:32][c:33]1[n:34][c:35]2[cH:36][c:37]([Cl:43])[cH:38][cH:39][c:40]2[cH:41][cH:42]1.[F:1][C:2]([CH2:3][NH:4][C:5](=[O:6])[C:7]1([CH2:20][CH2:21][CH2:22][CH2:23][N:24]2[CH2:25][CH2:26][NH:27][CH2:28][CH2:29]2)[c:8]2[cH:9][cH:10][cH:11][cH:12][c:13]2-[c:14]2[cH:15][cH:16][cH:17][cH:18][c:19]21)([F:30])[F:31]>>[F:1][C:2]([CH2:3][NH:4][C:5](=[O:6])[C:7]1([CH2:20][CH2:21][CH2:22][CH2:23][N:24]2[CH2:25][CH2:26][N:27]([c:33]3[n:34][c:35]4[cH:36][c:37]([Cl:43])[cH:38][cH:39][c:40]4[cH:41][cH:42]3)[CH2:28][CH2:29]2)[c:8]2[cH:9][cH:10][cH:11][cH:12][c:13]2-[c:14]2[cH:15][cH:16][cH:17][cH:18][c:19]21)([F:30])[F:31]. The reactants are IC1COC1 (3-iodo-oxetane), CC(C)O (2-propanol), COC(C1=CC(=C(C=C1)B(O)O)OCCC=1C=C(C=CC1)C)=O (4-borono-3-(2-m-tolyl-ethoxy)-benzoic acid methyl ester), C[Si](C)(C)[N-][Si](C)(C)C.[Na+] (sodium bis(trimethylsilyl)amide), Cl.N[C@H]1[C@@H](CCCC1)O (trans-2-aminocyclohexanol hydrochloride), CC(C)O (2-propanol). Reagents/catalysts: [Ni](I)I (nickel iodide). Run in CC(OCC)=O (EA). Run at time 10 minute. Product: C(C)(C)OC(C1=CC(=C(C=C1)C1COC1)OCCC=1C=C(C=CC1)C)=O (4-Oxetan-3-yl-3-(2-m-tolyl-ethoxy)-benzoic acid isopropyl ester). As a reaction SMILES: C[O:2][C:3](=O)[C:4]1[CH:9]=[CH:8][C:7](B(O)O)=[C:6]([O:13][CH2:14][CH2:15][C:16]2[CH:17]=[C:18]([CH3:22])[CH:19]=[CH:20][CH:21]=2)[CH:5]=1.C[Si]([N-][Si](C)(C)C)(C)C.[Na+].Cl.N[C@@H]1CCCC[C@H]1O.I[CH:44]1[CH2:47][O:46][CH2:45]1.[CH3:48][CH:49]([OH:51])[CH3:50]>[Ni](I)I.CC(=O)OCC>[CH:49]([O:51][C:3](=[O:2])[C:4]1[CH:9]=[CH:8][C:7]([CH:44]2[CH2:47][O:46][CH2:45]2)=[C:6]([O:13][CH2:14][CH2:15][C:16]2[CH:17]=[C:18]([CH3:22])[CH:19]=[CH:20][CH:21]=2)[CH:5]=1)([CH3:50])[CH3:48] |f:1.2,3.4|. Reported procedure: 2.0 g of 4-borono-3-(2-m-tolyl-ethoxy)-benzoic acid methyl ester, 51 mg of nickel iodide, 2.0 g of sodium bis(trimethylsilyl)amide and 25 mg of trans-2-aminocyclohexanol hydrochloride were placed into a microwave vial and 10 ml of anhydrous 2-propanol added. The mixture was stirred for 10 min. Then a solution of 1.0 g of 3-iodo-oxetane in 3 ml of anhydrous 2-propanol was added and the mixture reacted for 40 min at 80° C. under microwave irradiation. The mixture was then poured into 150 ml of EA ... Reactants: NC1=CC2=C(N=CN2)C=C1 (5-aminobenzimidazole), PdC, TEA, COC1=C(C=O)C=CC=C1 (2-methoxybenzaldehyde), [Si](C)(C)(C)C#N (TMSCN), N1(C=NC=C1)C(=O)N1C=NC=C1 (di-(imidazol-1-yl)methanone). Product: N1C=NC2=C1C=CC(=C2)N2C(NCC2C2=C(C=CC=C2)OC)=O (1-(1H-benzo[d]imidazol-5-yl)-5-(2-methoxyphenyl)imidazolidin-2-one). Reaction SMILES: [NH2:1][C:2]1[CH:10]=[CH:9][C:5]2[N:6]=[CH:7][NH:8][C:4]=2[CH:3]=1.[CH3:11][O:12][C:13]1[CH:20]=[CH:19][CH:18]=[CH:17][C:14]=1[CH:15]=O.[Si](C#N)(C)(C)C.[N:27]1([C:32](N2C=CN=C2)=[O:33])C=CN=[CH:28]1>>[NH:6]1[C:5]2[CH:9]=[CH:10][C:2]([N:1]3[CH:15]([C:14]4[CH:17]=[CH:18][CH:19]=[CH:20][C:13]=4[O:12][CH3:11])[CH2:28][NH:27][C:32]3=[O:33])=[CH:3][C:4]=2[N:8]=[CH:7]1. Reported procedure: The compound was synthesized starting from 5-aminobenzimidazole (0.585 g, 4.4 mmol), 2-methoxybenzaldehyde (0.484 mL, 4 mmol), TMSCN (0.5 mL, 4 mmol), PdC (10%, 0.02 g), TEA (1.05 mL, 7.55 mmol), di-(imidazol-1-yl)methanone (0.667, 4.12 mmol) as described in method 2. Starting materials: Brc1csc(Br)n1, O=C([O-])[O-], C=C(C)B(O)O, CCO, COCCOC, [Na+], [Na+], c1ccc(P(c2ccccc2)(c2ccccc2)[Pd](P(c2ccccc2)(c2ccccc2)c2ccccc2)(P(c2ccccc2)(c2ccccc2)c2ccccc2)P(c2ccccc2)(c2ccccc2)c2ccccc2)cc1. Yields the product C=C(C)c1nc(Br)cs1. RXN SMILES: [Br:1][c:2]1[s:3][cH:4][c:5]([Br:7])[n:6]1.[C:20](=[O:21])([O-:22])[O-:23].[C:8](=[CH2:9])([CH3:10])[B:11]([OH:12])[OH:13].[CH3:103][CH2:104][OH:105].[CH3:14][O:15][CH2:16][CH2:17][O:18][CH3:19].[Na+:24].[Na+:25].[cH:26]1[cH:27][cH:28][c:29]([P:30]([Pd:31]([P:32]([c:33]2[cH:34][cH:35][cH:36][cH:37][cH:38]2)([c:39]2[cH:40][cH:41][cH:42][cH:43][cH:44]2)[c:45]2[cH:46][cH:47][cH:48][cH:49][cH:50]2)([P:51]([c:52]2[cH:53][cH:54][cH:55][cH:56][cH:57]2)([c:58]2[cH:59][cH:60][cH:61][cH:62][cH:63]2)[c:64]2[cH:65][cH:66][cH:67][cH:68][cH:69]2)[P:70]([c:71]2[cH:72][cH:73][cH:74][cH:75][cH:76]2)([c:77]2[cH:78][cH:79][cH:80][cH:81][cH:82]2)[c:83]2[cH:84][cH:85][cH:86][cH:87][cH:88]2)([c:89]2[cH:90][cH:91][cH:92][cH:93][cH:94]2)[c:95]2[cH:96][cH:97][cH:98][cH:99][cH:100]2)[cH:101][cH:102]1>>[c:2]1([C:8](=[CH2:9])[CH3:10])[s:3][cH:4][c:5]([Br:7])[n:6]1.